From a dataset of the Open Reaction Database (ORD), a public repository of structured organic reaction records. describe an organic reaction: reactants, conditions, products, and yield Reactants: 36, FC1=CC(=C(C(=O)Cl)C=C1)OC (4-fluoro-2-methoxybenzoyl chloride), N1CC1 (aziridine), C(O)([O-])=O.[Na+] (sodium hydrogen carbonate), [OH-].[Na+] (sodium hydroxide). Solvent: ClC(Cl)Cl (trichloromethane), O (water). Reaction conditions: temperature 0 celsius, time 37.5 minute. Yields the product 40.5, FC1=CC(=C(C(=O)N2CC2)C=C1)OC (1-(4-fluoro-2-methoxybenzoyl)-aziridine). Reaction SMILES: [NH:1]1[CH2:3][CH2:2]1.C(=O)([O-])O.[Na+].[F:9][C:10]1[CH:18]=[CH:17][C:13]([C:14](Cl)=[O:15])=[C:12]([O:19][CH3:20])[CH:11]=1.[OH-].[Na+]>O.ClC(Cl)Cl>[F:9][C:10]1[CH:18]=[CH:17][C:13]([C:14]([N:1]2[CH2:3][CH2:2]2)=[O:15])=[C:12]([O:19][CH3:20])[CH:11]=1 |f:1.2,4.5|. Procedure: To 231 parts of a aziridine solution 0.95M in water are added 16 parts of sodium hydrogen carbonate while stirring vigorously at 0° C. Then there is added dropwise, during a 45 minutes-period, a solution of 36 parts of 4-fluoro-2-methoxybenzoyl chloride in 150 parts of trichloromethane while still cooling at 0° C. Upon completion, stirring is continued for 30-45 minutes without cooling. The reaction mixture is adjusted to pH 8 with a diluted sodium hydroxide solution and the product is extracted... Starting materials: CC=1C=CC=C2C=CC=C(C12)O (8-methyl-1-naphthol), COC1=C2CCCC(C2=CC=C1)=O (5-methoxy-1-tetralone), C[Mg]Br (methylmagnesium bromide). The product is CC1=CC=CC2=C1C=CC3=C2OC(=O)C4=C3OC=C4C (Neo-tanshinlactone), compound 5. Reaction SMILES: C[C:2]1[CH:3]=[CH:4][CH:5]=[C:6]2[C:11]=1[C:10]([OH:12])=[CH:9][CH:8]=[CH:7]2.C[O:14][C:15]1C=C[CH:22]=[C:21]2[C:16]=1[CH2:17]CC[C:20]2=[O:25].[CH3:26][Mg]Br>>[CH3:26][C:5]1[C:6]2[CH:7]=[CH:8][C:9]3[C:17]4[O:25][CH:20]=[C:21]([CH3:22])[C:16]=4[C:15](=[O:14])[O:12][C:10]=3[C:11]=2[CH:2]=[CH:3][CH:4]=1. Procedure: Neo-tanshinlactone (1) was synthesized by a 8-step sequence, as illustrated in Scheme 1. Our synthetic strategy was to first prepare 8-methyl-1-naphthol (6). Accordingly, 5-methoxy-1-tetralone (2) was reacted with methylmagnesium bromide, and without purification, the resulting crude product (3) was dehydrated using concentrated HCl (Y.-G. Suh et al., Chem. Commun., 1203-1204 (2000); P. Mayer et al., Heterocycles, 55(2), 387-392 (2000)). The product 4, after purification, was dehydrogenated over... Starting materials: hydrochloride salt, CC1=CC=C(C=C1)S(=O)(=O)OCC1OC2=C(C1)C=C(C=C2C2=C(C=CC=C2C)C)Cl ([5-chloro-7-(2,6-dimethylphenyl)-2,3-dihydro-1-benzofuran-2-yl]methyl 4-methylbenzenesulfonate), C1(CC1)N (cyclopropylamine). The product is ClC=1C=C(C2=C(CC(O2)CNC2CC2)C1)C1=C(C=CC=C1C)C ((±)-N-{[5-chloro-7-(2,6-dimethylphenyl)-2,3-dihydro-1-benzofuran-2-yl]methyl}cyclopropanamine). As a reaction SMILES: CC1C=CC(S(O[CH2:12][CH:13]2[CH2:17][C:16]3[CH:18]=[C:19]([Cl:30])[CH:20]=[C:21]([C:22]4[C:27]([CH3:28])=[CH:26][CH:25]=[CH:24][C:23]=4[CH3:29])[C:15]=3[O:14]2)(=O)=O)=CC=1.[CH:31]1([NH2:34])[CH2:33][CH2:32]1>>[Cl:30][C:19]1[CH:20]=[C:21]([C:22]2[C:27]([CH3:28])=[CH:26][CH:25]=[CH:24][C:23]=2[CH3:29])[C:15]2[O:14][CH:13]([CH2:12][NH:34][CH:31]3[CH2:33][CH2:32]3)[CH2:17][C:16]=2[CH:18]=1. Procedure details: The title compound was prepared (0.056 g, 34%) following the general procedure of Example 390 as a white solid, hydrochloride salt from (±)-([5-chloro-7-(2,6-dimethylphenyl)-2,3-dihydro-1-benzofuran-2-yl]methyl 4-methylbenzenesulfonate (0.15 g, 0.338 mmol) and cyclopropylamine (0.39 g, 6.77 mmol). mp 214-216° C. Reactants: CC1(OC2=CC(=C(C=C2C(=C1)C1=CC=CC=C1)/C(=C(\C=C\C(=C\C(=O)OCC)\C)/F)/C)OCCC)C (ethyl (2E,4E,6E)-7-(2,2-dimethyl-4-phenyl-7-propoxy-2H-chromen-6-yl)-6-fluoro-3-methyl-octa-2,4,6-trienoate), CC1(OC2=CC(=C(C=C2C(=C1)C1=CC=CC=C1)/C(=C(\C=C\C(=C\C(=O)OCC)\C)/F)/C)OCCC)C (ethyl (2E,4E,6E)-7-(2,2-dimethyl-4-phenyl-7-propoxy-2H-chromen-6-yl)-6-fluoro-3-methyl-octa-2,4,6-trienoate), [OH-].[Na+] (NaOH). Yields the product CC1(OC2=CC(=C(C=C2C(=C1)C1=CC=CC=C1)/C(=C(\C=C\C(=C\C(=O)O)\C)/F)/C)OCCC)C ((2E,4E,6E)-7-(2,2-Dimethyl-4-phenyl-7-propoxy-2H-chromen-6-yl)-6-fluoro-3-methyl-octa-2,4,6-trienoic acid). RXN SMILES: [CH3:1][C:2]1([CH3:36])[CH:11]=[C:10]([C:12]2[CH:17]=[CH:16][CH:15]=[CH:14][CH:13]=2)[C:9]2[C:4](=[CH:5][C:6]([O:32][CH2:33][CH2:34][CH3:35])=[C:7](/[C:18](/[CH3:31])=[C:19](/[F:30])\[CH:20]=[CH:21]\[C:22](\[CH3:29])=[CH:23]\[C:24]([O:26]CC)=[O:25])[CH:8]=2)[O:3]1.[OH-].[Na+]>>[CH3:1][C:2]1([CH3:36])[CH:11]=[C:10]([C:12]2[CH:17]=[CH:16][CH:15]=[CH:14][CH:13]=2)[C:9]2[C:4](=[CH:5][C:6]([O:32][CH2:33][CH2:34][CH3:35])=[C:7](/[C:18](/[CH3:31])=[C:19](/[F:30])\[CH:20]=[CH:21]\[C:22](\[CH3:29])=[CH:23]\[C:24]([OH:26])=[O:25])[CH:8]=2)[O:3]1 |f:1.2|. Procedure details: Following General Procedure G, ethyl (2E,4E,6E)-7-(2,2-dimethyl-4-phenyl-7-propoxy-2H-chromen-6-yl)-6-fluoro-3-methyl-octa-2,4,6-trienoate (Compound 115, 131 mg, 0.27 mmol) was hydrolyzed with NaOH to yield a yellow oil after purification by column chromatography (silica gel, 100% hexane to 5% to 50% ethyl acetate in hexanes). The resulting oil was recrystallized from acetonitrile to produce the title compound as a yellow solid.